This data is from the Open Reaction Database (ORD), a public repository of structured organic reaction records. The task is: describe an organic reaction: reactants, conditions, products, and yield Reactants: CCO, Cl, [Na+], C1CCOC1, [OH-], CCOC(=O)CCc1cn(Cc2ccc(OCc3nc(-c4ccccc4)oc3C)cc2)nc1O. Yields the product Cc1oc(-c2ccccc2)nc1COc1ccc(Cn2cc(CCC(=O)O)c(O)n2)cc1. RXN SMILES: [CH3:43][CH2:44][OH:45].[ClH:42].[Na+:36].[O:37]1[CH2:38][CH2:39][CH2:40][CH2:41]1.[OH-:35].[OH:1][c:2]1[n:3][n:4]([CH2:14][c:15]2[cH:16][cH:17][c:18]([O:21][CH2:22][c:23]3[n:24][c:25](-[c:29]4[cH:30][cH:31][cH:32][cH:33][cH:34]4)[o:26][c:27]3[CH3:28])[cH:19][cH:20]2)[cH:5][c:6]1[CH2:7][CH2:8][C:9](=[O:10])[O:11][CH2:12][CH3:13]>>[OH:1][c:2]1[n:3][n:4]([CH2:14][c:15]2[cH:16][cH:17][c:18]([O:21][CH2:22][c:23]3[n:24][c:25](-[c:29]4[cH:30][cH:31][cH:32][cH:33][cH:34]4)[o:26][c:27]3[CH3:28])[cH:19][cH:20]2)[cH:5][c:6]1[CH2:7][CH2:8][C:9](=[O:10])[OH:11]. Reactants: C(C)(C)(C)NS(=O)(=O)C1=CC=C(C=C1)NN (N-tert.-butyl-4-hydrazinobenzenesulfonamide), C(C)CCCC(=O)CC(=O)[O-] (ethylbutyrylacetate). The product is C(C)(C)(C)NS(=O)(=O)C1=CC=C(C=C1)N1N=C(CC1=O)CCC (N-tert.-Butyl-4-(4,5-dihydro-3-propyl-5-oxo-1H-pyrazol-1-yl)-benzenesulfonamide). As a reaction SMILES: [C:1]([NH:5][S:6]([C:9]1[CH:14]=[CH:13][C:12]([NH:15][NH2:16])=[CH:11][CH:10]=1)(=[O:8])=[O:7])([CH3:4])([CH3:3])[CH3:2].[CH2:17]([CH2:19][CH2:20][CH2:21][C:22](CC([O-])=O)=[O:23])[CH3:18]>>[C:1]([NH:5][S:6]([C:9]1[CH:10]=[CH:11][C:12]([N:15]2[C:22](=[O:23])[CH2:21][C:20]([CH2:19][CH2:17][CH3:18])=[N:16]2)=[CH:13][CH:14]=1)(=[O:8])=[O:7])([CH3:4])([CH3:2])[CH3:3]. Procedure details: From the reaction of N-tert.-butyl-4-hydrazinobenzenesulfonamide and ethylbutyrylacetate, N-tert.-Butyl-4-(4,5-dihydro-3-propyl-5-oxo-1H-pyrazol-1-yl)-benzenesulfonamide is obtained. Subsequent reaction with 2-ethoxyaniline yields N-tert-butyl-4-(4-(2-ethoxyanilinomethylen)-4,5-dihydro-3-propyl-5-oxo-1H-pyrazol-1-yl)-benzenesulfonamide, Mp: 254° C. The reactants are CC(Oc1ccc(CO)cc1Cl)C(F)(F)F, ClCCl, O, O=S(Cl)Cl. The product is CC(Oc1ccc(CCl)cc1Cl)C(F)(F)F. Reaction SMILES: [Cl:1][c:2]1[cH:3][c:4]([CH2:15][OH:16])[cH:5][cH:6][c:7]1[O:8][CH:9]([C:10]([F:11])([F:12])[F:13])[CH3:14].[Cl:22][CH2:23][Cl:24].[OH2:21].[S:17]([Cl:18])([Cl:19])=[O:20]>>[Cl:1][c:2]1[cH:3][c:4]([CH2:15][Cl:19])[cH:5][cH:6][c:7]1[O:8][CH:9]([C:10]([F:11])([F:12])[F:13])[CH3:14]. Procedure: In a manner analogous to that described in Stage 15.4, from 3.24 g (6.7 mmol) of N-benzyloxycarbonyl-L-alanine-3-[2-(4-isobutylphenyl)-propionylamino]-2-hydroxypropylamide by means of catalytic hydrogenation [1 g of palladium-on-carbon (10% palladium), 15 minutes, room temperature, normal pressure] in methanol at pH 7 (titration with 1N hydrochloric acid), there is obtained L-alanine-3-[2-(4-isobutylphenyl)-propionylamino]-2-hydroxypropylamide hydrochloride in the form of colourless crystals whi... Run in CO (methanol). As a reaction SMILES: [CH2:1]([C:5]1[CH:10]=[CH:9][C:8]([CH:11]([CH3:35])[C:12]([NH:14][CH2:15][CH:16]([OH:34])[CH2:17][NH:18][C:19](=[O:33])[C@H:20]([CH3:32])[NH:21]C(OCC2C=CC=CC=2)=O)=[O:13])=[CH:7][CH:6]=1)[CH:2]([CH3:4])[CH3:3].[ClH:36]>CO.[Pd]>[ClH:36].[CH2:1]([C:5]1[CH:6]=[CH:7][C:8]([CH:11]([CH3:35])[C:12]([NH:14][CH2:15][CH:16]([OH:34])[CH2:17][NH:18][C:19](=[O:33])[C@H:20]([CH3:32])[NH2:21])=[O:13])=[CH:9][CH:10]=1)[CH:2]([CH3:4])[CH3:3] |f:4.5|. Reactants: C(C(C)C)C1=CC=C(C=C1)C(C(=O)NCC(CNC([C@@H](NC(=O)OCC1=CC=CC=C1)C)=O)O)C (N-benzyloxycarbonyl-L-alanine-3-[2-(4-isobutylphenyl)-propionylamino]-2-hydroxypropylamide), Cl (hydrochloric acid). The reagents and catalysts are [Pd] (palladium-on-carbon). The product is Cl.C(C(C)C)C1=CC=C(C=C1)C(C(=O)NCC(CNC([C@@H](N)C)=O)O)C (L-alanine-3-[2-(4-isobutylphenyl)-propionylamino]-2-hydroxypropylamide hydrochloride). Starting materials: [Al+3], CC(C)(C(N)=O)c1cc(F)cc2ccoc12, [H-], [H-], [H-], [H-], [Li+], [Na+], C1CCOC1, [OH-], O. Yields the product CC(C)(CN)c1cc(F)cc2ccoc12. As a reaction SMILES: [Al+3:18].[CH3:1][C:2]([C:3](=[O:4])[NH2:5])([CH3:6])[c:7]1[cH:8][c:9]([F:16])[cH:10][c:11]2[cH:12][cH:13][o:14][c:15]12.[H-:17].[H-:20].[H-:21].[H-:22].[Li+:19].[Na+:25].[O:26]1[CH2:27][CH2:28][CH2:29][CH2:30]1.[OH-:24].[OH2:23]>>[CH3:1][C:2]([CH2:3][NH2:5])([CH3:6])[c:7]1[cH:8][c:9]([F:16])[cH:10][c:11]2[cH:12][cH:13][o:14][c:15]12.